This data is from the Open Reaction Database (ORD), a public repository of structured organic reaction records. The task is: describe an organic reaction: reactants, conditions, products, and yield The reactants are Cl.C(C)OC(=O)C1=C(CCN)C2=CC(=CC=C2N1)Br (ethyl-5-bromo-tryptamine-2-carboxylate hydrochloride), C(C)O (ethanol), [OH-].[Na+] (sodium hydroxide). Run in C(C)(=O)O (acetic acid). The product is BrC1=CC=C2NC(=C(CCN)C2=C1)C(=O)O (5-bromo-tryptamine-2-carboxylic acid). Isolated yield 91.0%. RXN SMILES: Cl.C([O:4][C:5]([C:7]1[NH:18][C:17]2[C:12](=[CH:13][C:14]([Br:19])=[CH:15][CH:16]=2)[C:8]=1[CH2:9][CH2:10][NH2:11])=[O:6])C.C(O)C.[OH-].[Na+]>C(O)(=O)C>[Br:19][C:14]1[CH:13]=[C:12]2[C:17]([NH:18][C:7]([C:5]([OH:6])=[O:4])=[C:8]2[CH2:9][CH2:10][NH2:11])=[CH:16][CH:15]=1 |f:0.1,3.4|. Reported procedure: 1.00 g. (2.87 mmoles) of ethyl-5-bromo-tryptamine-2-carboxylate hydrochloride are boiled for 2 hours in a mixture of 10 ml. of ethanol and 10 ml. of 4 n aqueous sodium hydroxide solution. The mixture is cooled with ice, acidified to pH 6 with glacial acetic acid, and the separated crystals are collected by filtration. 0.75 g. (91%) of 5-bromo-tryptamine-2-carboxylic acid are obtained; m.p.: 248°-249° C. The reactants are C[Mg]Br (effective_coupling_partner), CCCCOc2ccc1ccccc1c2 (substrate). The reagents and catalysts are PCy3. Conditions: temperature 80 celsius, time 20 minute. The product is Cc2ccc1ccccc1c2. The reactants are C(C1=CC=CC=C1)NCC1=C(C=CC(=C1)C(F)(F)F)Br (Benzyl-(2-bromo-5-trifluoromethyl-benzyl)-amine), C1(CC1)C(=O)Cl (cyclopropanecarbonyl chloride). Product: C(C1=CC=CC=C1)N(C(=O)C1CC1)CC1=C(C=CC(=C1)C(F)(F)F)Br (cyclopropanecarboxylic acid benzyl-(2-bromo-5-trifluoromethyl-benzyl)-amide). Reaction SMILES: [CH2:1]([NH:8][CH2:9][C:10]1[CH:15]=[C:14]([C:16]([F:19])([F:18])[F:17])[CH:13]=[CH:12][C:11]=1[Br:20])[C:2]1[CH:7]=[CH:6][CH:5]=[CH:4][CH:3]=1.[CH:21]1([C:24](Cl)=[O:25])[CH2:23][CH2:22]1>>[CH2:1]([N:8]([CH2:9][C:10]1[CH:15]=[C:14]([C:16]([F:19])([F:17])[F:18])[CH:13]=[CH:12][C:11]=1[Br:20])[C:24]([CH:21]1[CH2:23][CH2:22]1)=[O:25])[C:2]1[CH:3]=[CH:4][CH:5]=[CH:6][CH:7]=1. Procedure details: Benzyl-(2-bromo-5-trifluoromethyl-benzyl)-amine and cyclopropanecarbonyl chloride were reacted as described in Example 11, Step 2 to provide cyclopropanecarboxylic acid benzyl-(2-bromo-5-trifluoromethyl-benzyl)-amide.